This data is from the Open Reaction Database (ORD), a public repository of structured organic reaction records. The task is: describe an organic reaction: reactants, conditions, products, and yield Reactants: O (Water), BrC1=C(C#N)C=C(C(=C1)F)F (2-bromo-4,5-difluorobenzonitrile), N[C@H](CC1=CC=CC=C1)C(=O)N (D-phenylalanine amide), CCN(C(C)C)C(C)C (DIEA). Run in CCOC(=O)C (EtOAc), CS(=O)C (DMSO). Product: BrC=1C(=CC(=C(C1)N[C@@H](C(=O)N)CC1=CC=CC=C1)F)C#N ((R)-2-(5-bromo-4-cyano-2-fluorophenylamino)-3-phenylpropanamide). The yield is 99.9%. RXN SMILES: [Br:1][C:2]1[CH:9]=[C:8](F)[C:7]([F:11])=[CH:6][C:3]=1[C:4]#[N:5].[NH2:12][C@@H:13]([C:21]([NH2:23])=[O:22])[CH2:14][C:15]1[CH:20]=[CH:19][CH:18]=[CH:17][CH:16]=1.CCN(C(C)C)C(C)C.O>CS(C)=O.CCOC(C)=O>[Br:1][C:2]1[C:3]([C:4]#[N:5])=[CH:6][C:7]([F:11])=[C:8]([NH:12][C@H:13]([CH2:14][C:15]2[CH:20]=[CH:19][CH:18]=[CH:17][CH:16]=2)[C:21]([NH2:23])=[O:22])[CH:9]=1. Procedure: A solution of 2-bromo-4,5-difluorobenzonitrile (218 mg, 1.00 mmol), D-phenylalanine amide (185 mg, 1.12 mmol) and DIEA (0.600 mL, 3.45 mmol) in DMSO (3 mL) was stirred at 120 C for 18 h. Water and EtOAc were added. The organic phase was separated, washed with water, dried over Na2SO4, concentrated in vacuo to give (R)-2-(5-bromo-4-cyano-2-fluorophenylamino)-3-phenylpropanamide (362 mg). Starting materials: ClC1=CC=C(C=C1)CCCN(C1=NC(=NC(=N1)N1CCNCC1)NCCC1=CC=C(C=C1)O)C (4-(2-{[4-[[3-(4-chlorophenyl)propyl](methyl)amino]-6-(1-piperazinyl)-1,3,5-triazin-2-yl]amino}ethyl)phenol), Cl.N1=C(C=CC=C1)C(=O)Cl (picolinoyl chloride hydrochloride). Run in C(Cl)Cl.CCOC(=O)C.CO (CH2Cl2 EtOAc MeOH). Product: ClC1=CC=C(C=C1)CCCN(C1=NC(=NC(=N1)N1CCN(CC1)C(=O)C1=NC=CC=C1)NCCC1=CC=C(C=C1)O)C (4-[2-({4-[[3-(4-chlorophenyl)propyl](methyl)amino]-6-[4-(2-pyridinylcarbonyl)-1-piperazinyl]-1,3,5-triazin-2-yl}amino)ethyl]phenol). The yield is 46.0%. RXN SMILES: [Cl:1][C:2]1[CH:7]=[CH:6][C:5]([CH2:8][CH2:9][CH2:10][N:11]([CH3:34])[C:12]2[N:17]=[C:16]([N:18]3[CH2:23][CH2:22][NH:21][CH2:20][CH2:19]3)[N:15]=[C:14]([NH:24][CH2:25][CH2:26][C:27]3[CH:32]=[CH:31][C:30]([OH:33])=[CH:29][CH:28]=3)[N:13]=2)=[CH:4][CH:3]=1.Cl.[N:36]1[CH:41]=[CH:40][CH:39]=[CH:38][C:37]=1[C:42](Cl)=[O:43]>C(Cl)Cl.CCOC(C)=O.CO>[Cl:1][C:2]1[CH:7]=[CH:6][C:5]([CH2:8][CH2:9][CH2:10][N:11]([CH3:34])[C:12]2[N:17]=[C:16]([N:18]3[CH2:19][CH2:20][N:21]([C:42]([C:37]4[CH:38]=[CH:39][CH:40]=[CH:41][N:36]=4)=[O:43])[CH2:22][CH2:23]3)[N:15]=[C:14]([NH:24][CH2:25][CH2:26][C:27]3[CH:28]=[CH:29][C:30]([OH:33])=[CH:31][CH:32]=3)[N:13]=2)=[CH:4][CH:3]=1 |f:1.2,3.4.5|. Procedure details: The title compound was prepared in 46% yield via the procedure outlined for Example 3 using 4-(2-{[4-[[3-(4-chlorophenyl)propyl](methyl)amino]-6-(1-piperazinyl)-1,3,5-triazin-2-yl]amino}ethyl)phenol and picolinoyl chloride hydrochloride to give a white glass: 1H NMR (CDCl3, 300 MHz) δ 8.65 (bs, 1H), 7.83 (t, 1H, J=7.5), 7.72 (d, 1H, J=7.5), 7.40 (t, 1H, J=5.7), 7.24-7.21 (m, 2H), 7.12-7.04 (m, 4H), 6.73 (d, 2H, J=8.1), 3.96-3.78 (m, 4H), 3.75-3.55 (m, 6H), 3.10 (s, 3H), 2.80 (t, 2H, J=6.6), 2.65...